This data is from the Open Reaction Database (ORD), a public repository of structured organic reaction records. The task is: describe an organic reaction: reactants, conditions, products, and yield The product is ClC1=C(C=CC(=C1)Cl)C1=C(C=CC(=N1)NCCNC1=CC=C(C=N1)C#N)C=1NC=CN1 (6-[(2-{[6-(2,4-dichlorophenyl)-5-imidazol-2-yl-2-pyridyl]amino}ethyl)amino]-pyridine-3-carbonitrile). Starting materials: NCCNC1=CC=C(C=N1)C#N (6-[(2-aminoethyl)amino]pyridine-3-carbonitrile), ClC1=C(C=CC(=C1)Cl)C1=C(C=CC(=N1)NCCNC1=NC=C(C=C1)[N+](=O)[O-])C=1NC=CN1 ([6-(2,4-dichlorophenyl)-5-imidazol-2-yl(2-pyridyl)]{2-[(5-nitro(2-pyridyl))amino]ethyl}amine). Reported procedure: 6-[(2-{[6-(2,4-dichlorophenyl)-5-imidazol-2-yl-2-pyridyl]amino}ethyl)amino]-pyridine-3-carbonitrile was prepared from 6-[(2-aminoethyl)amino]pyridine-3-carbonitrile using the general method for [6-(2,4-dichlorophenyl)-5-imidazol-2-yl(2-pyridyl)]{2-[(5-nitro(2-pyridyl))amino]ethyl}amine. As a reaction SMILES: [NH2:1][CH2:2]CNC1N=CC(C#N)=CC=1.[Cl:13][C:14]1[CH:19]=[C:18]([Cl:20])[CH:17]=[CH:16][C:15]=1[C:21]1[N:26]=[C:25]([NH:27][CH2:28][CH2:29][NH:30][C:31]2[CH:36]=[CH:35][C:34]([N+]([O-])=O)=[CH:33][N:32]=2)[CH:24]=[CH:23][C:22]=1[C:40]1[NH:41][CH:42]=[CH:43][N:44]=1>>[Cl:13][C:14]1[CH:19]=[C:18]([Cl:20])[CH:17]=[CH:16][C:15]=1[C:21]1[N:26]=[C:25]([NH:27][CH2:28][CH2:29][NH:30][C:31]2[N:32]=[CH:33][C:34]([C:2]#[N:1])=[CH:35][CH:36]=2)[CH:24]=[CH:23][C:22]=1[C:40]1[NH:44][CH:43]=[CH:42][N:41]=1. As a reaction SMILES: [Br:1][c:2]1[cH:3][c:4]([NH:9][C:10]([C:11]([F:12])([F:13])[F:14])=[O:15])[cH:5][cH:6][c:7]1[Br:8].[OH:16][N+:17]([O-:18])=[O:19].[S:20](=[O:21])(=[O:22])([OH:23])[OH:24]>>[Br:1][c:2]1[c:3]([N+:17](=[O:16])[O-:18])[c:4]([NH:9][C:10]([C:11]([F:12])([F:13])[F:14])=[O:15])[cH:5][cH:6][c:7]1[Br:8]. Product: O=C(Nc1ccc(Br)c(Br)c1[N+](=O)[O-])C(F)(F)F. Reactants: O=C(Nc1ccc(Br)c(Br)c1)C(F)(F)F, O=[N+]([O-])O, O=S(=O)(O)O. Reactants: C(C)(C)(C)O (tert-butanol), C(C)(C)(C)O (tert-butanol), CC(C)=C (isobutylene), pressure-resistant glass, CC(C)=C (isobutylene), C=CCC (1-butene), S(O)(O)(=O)=O (sulfuric acid), O (water). Reaction conditions: temperature 60 celsius, time 1 hour. Product: CC(=C)CC(C)(C)C (diisobutylene), CC(C)=C (isobutylene). As a reaction SMILES: [CH3:1][C:2](=[CH2:4])[CH3:3].C=CCC.S(=O)(=O)(O)O.O.[C:15](O)([CH3:18])([CH3:17])[CH3:16]>>[CH3:4][C:2]([CH2:3][C:15]([CH3:18])([CH3:17])[CH3:16])=[CH2:1].[CH3:3][C:2](=[CH2:1])[CH3:4]. Reported procedure: Into a 300 ml pressure-resistant glass autoclave were charged 10 g of isobutylene, 10 g of 1-butene, 50 g of sulfuric acid and 50 g of water, and the mixture was stirred at 60° C. at a pressure of 8.5 atms for one hour. As a result, isobutylene was hydrated to form tert-butanol with the conversion of 90% and the selectivity to tert-butanol of 92%. At the same time, diisobutylene and the trimer of isobutylene were produced at a yield of 2% and 6%, respectively, and 1-butene was hydrated to form s... Starting materials: ClC=1C(=CC=C2CCNCC12)NC(C1=CC(=C(C=C1)OCC)Br)=O (N-(8-Chloro-1,2,3,4-tetrahydroisoquinolin-7-yl)-3-bromo-4-ethoxybenzamide), C=O (formaldehyde), [OH-].[Na+] (sodium hydroxide). Solvent: C(=O)O (formic acid). The product is ClC=1C(=CC=C2CCN(CC12)C)NC(C1=CC(=C(C=C1)OCC)Br)=O (N-(8-chloro-2-methyl-1,2,3,4-tetrahydroisoquinolin-7-yl)-3-bromo-4-ethoxybenzamide). RXN SMILES: [Cl:1][C:2]1[C:3]([NH:12][C:13](=[O:24])[C:14]2[CH:19]=[CH:18][C:17]([O:20][CH2:21][CH3:22])=[C:16]([Br:23])[CH:15]=2)=[CH:4][CH:5]=[C:6]2[C:11]=1[CH2:10][NH:9][CH2:8][CH2:7]2.[OH-].[Na+].[CH2:27]=O>C(O)=O>[Cl:1][C:2]1[C:3]([NH:12][C:13](=[O:24])[C:14]2[CH:19]=[CH:18][C:17]([O:20][CH2:21][CH3:22])=[C:16]([Br:23])[CH:15]=2)=[CH:4][CH:5]=[C:6]2[C:11]=1[CH2:10][N:9]([CH3:27])[CH2:8][CH2:7]2 |f:1.2|. Procedure details: A solution of N-(8-Chloro-1,2,3,4-tetrahydroisoquinolin-7-yl)-3-bromo-4-ethoxybenzamide (0.12 g) in 37% aqueous formaldehyde (0.63 ml) and formic acid (0.34 ml) and stirred at 80° C. for 3 h. Solid sodium hydroxide was added to neutralise the solution and the aqueous phase extracted with dichloromethane. The combined organic extracts were dried (MgSO4) and solvent removed in vacuo to give the title compound (0.11 g). Starting materials: C(C)(=O)OC(C(=O)O)C1=CC(=C(C(=C1)OC)OC)OC (α-acetoxy-3,4,5-trimethoxyphenyl-acetic acid), C(=O)(N1C=NC=C1)N1C=NC=C1 (1,1′-carbonyldiimidazole), COC=1C=C(C=CC1)C(C)NC (1-(3-methoxyphenyl)-N-methylethylamine). Run in ClCCl (dichloromethane), ClCCl (dichloromethane). Run at time 2 hour. Yields the product COC=1C=C(C=C(C1OC)OC)C(C(=O)N(C(C)C1=CC(=CC=C1)OC)C)OC(C)=O (2-(3,4,5-trimethoxyphenyl)-2-acetoxy-N-methyl-N-[1-(3-methoxyphenyl)ethyl]acetamide). Isolated yield 67.5%. Reaction SMILES: [C:1]([O:4][CH:5]([C:9]1[CH:14]=[C:13]([O:15][CH3:16])[C:12]([O:17][CH3:18])=[C:11]([O:19][CH3:20])[CH:10]=1)[C:6]([OH:8])=O)(=[O:3])[CH3:2].C(N1C=CN=C1)(N1C=CN=C1)=O.[CH3:33][O:34][C:35]1[CH:36]=[C:37]([CH:41]([NH:43][CH3:44])[CH3:42])[CH:38]=[CH:39][CH:40]=1>ClCCl>[CH3:20][O:19][C:11]1[CH:10]=[C:9]([CH:5]([O:4][C:1](=[O:3])[CH3:2])[C:6]([N:43]([CH3:44])[CH:41]([C:37]2[CH:38]=[CH:39][CH:40]=[C:35]([O:34][CH3:33])[CH:36]=2)[CH3:42])=[O:8])[CH:14]=[C:13]([O:15][CH3:16])[C:12]=1[O:17][CH3:18]. Procedure: A solution of α-acetoxy-3,4,5-trimethoxyphenyl-acetic acid (7.1 g) in dichloromethane (50 ml) was reacted with 1,1′-carbonyldiimidazole (4.06 g) at room temperature for 30 minutes. The solution was refluxed for 30 minutes, after which 1-(3-methoxyphenyl)-N-methylethylamine (4.13 g) dissolved in dichloromethane (10 ml) was added. The mixture was stirred at room temperature for 2 hours, after which it was washed with aqueous hydrochloric acid (20 ml, 1M) followed by aqueous sodium hydrogen carbona...